This data is from the Open Reaction Database (ORD), a public repository of structured organic reaction records. The task is: describe an organic reaction: reactants, conditions, products, and yield The reactants are ClCCl, OCC(=C(c1ccc(F)cc1)c1ccc(F)cc1)C1CC1, O=[Cr](=O)([O-])Cl, c1cc[nH+]cc1. Yields the product O=CC(=C(c1ccc(F)cc1)c1ccc(F)cc1)C1CC1. RXN SMILES: [CH2:33]([Cl:34])[Cl:35].[CH:1]1([C:4]([CH2:5][OH:6])=[C:7]([c:8]2[cH:9][cH:10][c:11]([F:14])[cH:12][cH:13]2)[c:15]2[cH:16][cH:17][c:18]([F:21])[cH:19][cH:20]2)[CH2:2][CH2:3]1.[O:22]=[Cr:23]([Cl:24])([O-:25])=[O:26].[nH+:27]1[cH:28][cH:29][cH:30][cH:31][cH:32]1>>[CH:1]1([C:4]([CH:5]=[O:6])=[C:7]([c:8]2[cH:9][cH:10][c:11]([F:14])[cH:12][cH:13]2)[c:15]2[cH:16][cH:17][c:18]([F:21])[cH:19][cH:20]2)[CH2:2][CH2:3]1. Starting materials: ClC=1C=C(C=CC1Cl)C1(CCC1)C(C#N)N(C)C (2-[1-(3,4-dichlorophenyl)cyclobutyl]-2-dimethylaminoacetonitrile), C#N (hydrogen cyanide), solution, C(CCC)[Li] (butyllithium), C(C)(C)NC(C)C (diisopropylamine), C(C(=O)O)(=O)O (Oxalic acid), [Cl-].[NH4+] (ammonium chloride), C(C)(C)[N-]C(C)C.[Li+] (lithium diisopropylamide), C1(CCCCC1)C=O (cyclohexanecarbaldehyde). Solvent: O1CCCC1 (tetrahydrofuran), CO (methanol), CCCCCC (hexane), O1CCCC1 (tetrahydrofuran). Reaction conditions: temperature 3 celsius, time 20 minute. Product: C1(CCCCC1)C(C(N(C)C)C1(CCC1)C1=CC(=C(C=C1)Cl)Cl)=O (1-cyclohexyl-2-[1-(3,4-dichlorophenyl)cyclobutyl]-2-dimethylaminoethanone). As a reaction SMILES: [Cl:1][C:2]1[CH:3]=[C:4]([C:9]2([CH:13]([N:16]([CH3:18])[CH3:17])C#N)[CH2:12][CH2:11][CH2:10]2)[CH:5]=[CH:6][C:7]=1[Cl:8].C([N-]C(C)C)(C)C.[Li+].C([Li])CCC.C(NC(C)C)(C)C.[CH:39]1([CH:45]=[O:46])[CH2:44][CH2:43][CH2:42][CH2:41][CH2:40]1.[Cl-].[NH4+].C#N.C(O)(=O)C(O)=O>O1CCCC1.CCCCCC.CO>[CH:39]1([C:45](=[O:46])[CH:13]([C:9]2([C:4]3[CH:5]=[CH:6][C:7]([Cl:8])=[C:2]([Cl:1])[CH:3]=3)[CH2:12][CH2:11][CH2:10]2)[N:16]([CH3:18])[CH3:17])[CH2:44][CH2:43][CH2:42][CH2:41][CH2:40]1 |f:1.2,6.7|. Procedure: A solution of 2-[1-(3,4-dichlorophenyl)cyclobutyl]-2-dimethylaminoacetonitrile (11.3 g prepared as described in Example A(c)) in tetrahydrofuran (20 ml) was added over a period of ten minutes to a solution of lithium diisopropylamide at -50° C. [prepared by the addition of a 2.7M solution of butyllithium in hexane (24.7 ml) to a solution of diisopropylamine (10.25 ml) in dry tetrahydrofuran (30 ml) at 10°-15° C. under argon] and the mixture was allowed to warm to 3° C. and maintained at 3° C. fo... Starting materials: S(=O)(Cl)Cl (thionyl chloride), C(C)(C)OC=1C=C(C(=O)OC(C)(C)C)C=CC1NC(CC(C(C)(C)C)=O)=O (t-butyl 3-isopropoxy-4-(4,4-dimethyl-3-oxovaleramido)-benzoate), C(C)(=O)[O-].[Na+] (sodium acetate), S(=O)(Cl)Cl (Thionyl chloride), C(C)(C)OC=1C=C(C(=O)OC(C)(C)C)C=CC1NC(CC(C(C)(C)C)=O)=O (t-butyl 3-isopropoxy-4-(4,4-dimethyl-3-oxovaleramido)-benzoate). Run in O (water), C(C)(=O)OCC (ethyl acetate), ClCCl (dichloromethane), CCCCCCC (heptane), ClCCl (dichloromethane). Run at temperature -5 celsius, time 8 hour. Product: C(C)(C)OC=1C=C(C(=O)OC(C)(C)C)C=CC1NC(C(C(C(C)(C)C)=O)Cl)=O (t-butyl 3-isopropoxy-4-(2-chloro-4,4-dimethyl-3-oxovaleramido)-benzoate). The yield is 88.2%. Reaction SMILES: [CH:1]([O:4][C:5]1[CH:6]=[C:7]([CH:15]=[CH:16][C:17]=1[NH:18][C:19](=[O:27])[CH2:20][C:21](=[O:26])[C:22]([CH3:25])([CH3:24])[CH3:23])[C:8]([O:10][C:11]([CH3:14])([CH3:13])[CH3:12])=[O:9])([CH3:3])[CH3:2].C([O-])(=O)C.[Na+].S(Cl)([Cl:35])=O>C(OCC)(=O)C.ClCCl.CCCCCCC.O>[CH:1]([O:4][C:5]1[CH:6]=[C:7]([CH:15]=[CH:16][C:17]=1[NH:18][C:19](=[O:27])[CH:20]([Cl:35])[C:21](=[O:26])[C:22]([CH3:25])([CH3:24])[CH3:23])[C:8]([O:10][C:11]([CH3:13])([CH3:14])[CH3:12])=[O:9])([CH3:3])[CH3:2] |f:1.2|. Procedure: Compound D (130 g, 0.344 mol) and anhydrous sodium acetate (42.4 g, 0.516 mol) were combined in 300 miL dichloromethane in a 1 L three-neck flask fitted with a thermometer, addition funnel, and a gas inlet/outlet tube connected to a water aspirator acting as a gas scrubber. The stirred slurry was cooled to −5° C. in an ice/acetone bath under nitrogen. Thionyl chloride (46.5 g, 0.344 mol) was added dropwise to the stirred slurry, keeping the temperature below 5° C. TLC (50:45:5 heptane: dichlorom...